Dataset: the Open Reaction Database (ORD), a public repository of structured organic reaction records. Task: describe an organic reaction: reactants, conditions, products, and yield Reactants: C(C1=CC=CC=C1)N1C=NC=C1C1(CC2=CC=C(C=C2C1)F)CC (1-benzyl-5-(2-ethyl-5-fluoro-indan-2-yl)-imidazole). The reagents and catalysts are [Ni] (Raney-Nickel). Solvent: C(C)O (ethanol). Yields the product C(C)C1(CC2=CC=C(C=C2C1)F)C=1N=CNC1 (4-(2-ethyl-5-fluoro-indan-2-yl)-1H-imidazole). As a reaction SMILES: C([N:8]1[C:12]([C:13]2([CH2:23][CH3:24])[CH2:21][C:20]3[C:15](=[CH:16][CH:17]=[C:18]([F:22])[CH:19]=3)[CH2:14]2)=[CH:11][N:10]=[CH:9]1)C1C=CC=CC=1>C(O)C.[Ni]>[CH2:23]([C:13]1([C:12]2[N:8]=[CH:9][NH:10][CH:11]=2)[CH2:21][C:20]2[C:15](=[CH:16][CH:17]=[C:18]([F:22])[CH:19]=2)[CH2:14]1)[CH3:24]. Reported procedure: 10 ml of the crude product obtained in Example 3 was placed in a round-bottomed flask equipped with a thermometer and a stirring bar. 1.5 ml of Raney-Nickel in ethanol (Raney-Nickel prepared according to Vogel, Practical Organic Chemistry, 5th Edition, 1999, Longman, U.K. p. 450–451), was added under nitrogen atmosphere. The reaction mixture was stirred at reflux temperature for about 14 hours. After filtration and evaporation crude 4-(2-ethyl-5-fluoro-indan-2-yl)-1H-imidazole was obtained. As a reaction SMILES: [N+:1]([C:4]1[CH:5]=[C:6]([C:10]([C:12]2[C:20]3[C:15](=[N:16][CH:17]=[C:18]([C:21]4[CH:22]=[N:23][CH:24]=[CH:25][CH:26]=4)[CH:19]=3)[NH:14][CH:13]=2)=[O:11])[CH:7]=[CH:8][CH:9]=1)([O-:3])=[O:2].C([N-]C(C)C)(C)C.[Li+].C1CCCCC1.[C:41]1([CH3:51])[CH:46]=[CH:45][C:44]([S:47](Cl)(=[O:49])=[O:48])=[CH:43][CH:42]=1>O1CCCC1.O>[N+:1]([C:4]1[CH:5]=[C:6]([C:10]([C:12]2[C:20]3[C:15](=[N:16][CH:17]=[C:18]([C:21]4[CH:22]=[N:23][CH:24]=[CH:25][CH:26]=4)[CH:19]=3)[N:14]([S:47]([C:44]3[CH:45]=[CH:46][C:41]([CH3:51])=[CH:42][CH:43]=3)(=[O:49])=[O:48])[CH:13]=2)=[O:11])[CH:7]=[CH:8][CH:9]=1)([O-:3])=[O:2] |f:1.2|. The solvent is O1CCCC1 (tetrahydrofuran), O1CCCC1 (tetrahydrofuran), O (water). Reported procedure: To (3-nitro-phenyl)-(5-pyridin-3-yl-1H-pyrrolo[2,3-b]pyridin-3-yl)-methanone (536, 291 mg, 0.85 mmol) in tetrahydrofuran (7 mL) was added 1.5 M of lithium diisopropylamide in cyclohexane (676 μl , 1.59 mmol) at −78° C. under an atmosphere of nitrogen. After 30 minutes, p-toluenesulfonyl chloride (209 mg, 1.10 mmol) was added in tetrahydrofuran and the reaction was stirred for three hours. The reaction was poured into water and extracted with ethyl acetate. The organic layer was washed with brine... Starting materials: C1(=CC=C(C=C1)S(=O)(=O)Cl)C (p-toluenesulfonyl chloride), [N+](=O)([O-])C=1C=C(C=CC1)C(=O)C1=CNC2=NC=C(C=C21)C=2C=NC=CC2 ((3-nitro-phenyl)-(5-pyridin-3-yl-1H-pyrrolo[2,3-b]pyridin-3-yl)-methanone), C(C)(C)[N-]C(C)C.[Li+] (lithium diisopropylamide), C1CCCCC1 (cyclohexane). Run at time 30 minute. Yields the product [N+](=O)([O-])C=1C=C(C=CC1)C(=O)C1=CN(C2=NC=C(C=C21)C=2C=NC=CC2)S(=O)(=O)C2=CC=C(C=C2)C ((3-nitro-phenyl)-[5-pyridin-3-yl-1-(toluene-4-sulfonyl)-1H-pyrrolo[2,3-b]pyridin-3-yl)-methanone). Yields the product O([Ge]([Ge](CC)(CC)CC)([Ge](CC)(CC)CC)C)[Ge]([Ge](CC)(CC)CC)([Ge](CC)(CC)CC)C (oxybis(1,1,1,3,3,3-hexaethylmethyltrigermane)). Reactants: Cl[Ge]([Ge](CC)(CC)CC)([Ge](CC)(CC)CC)C (2-chloro-2-methylhexaethyltrigermane), [OH-].[Na+] (sodium hydroxide). Procedure details: This compound was prepared according to the process described in Example I, starting from 3.0 g of 2-chloro-2-methylhexaethyltrigermane, 0.6 g of sodium hydroxide and 3 ml of water. 3.1 g (55%) of colorless, liquid oxybis(1,1,1,3,3,3-hexaethylmethyltrigermane) were obtained; nD20 =1.5410. Run in O (water). RXN SMILES: Cl[Ge:2]([CH3:17])([Ge:10]([CH2:15][CH3:16])([CH2:13][CH3:14])[CH2:11][CH3:12])[Ge:3]([CH2:8][CH3:9])([CH2:6][CH3:7])[CH2:4][CH3:5].[OH-:18].[Na+]>O>[O:18]([Ge:2]([CH3:17])([Ge:10]([CH2:13][CH3:14])([CH2:15][CH3:16])[CH2:11][CH3:12])[Ge:3]([CH2:6][CH3:7])([CH2:4][CH3:5])[CH2:8][CH3:9])[Ge:2]([CH3:17])([Ge:10]([CH2:15][CH3:16])([CH2:13][CH3:14])[CH2:11][CH3:12])[Ge:3]([CH2:8][CH3:9])([CH2:6][CH3:7])[CH2:4][CH3:5] |f:1.2|. The reactants are O=C(OCc1ccccc1)N1CC=C(c2cccc(Br)c2)CC1, CCOC(C)=O, [Na+], [Na+], O=C([O-])[O-], O=C(OO)c1cccc(Cl)c1. Product: O=CC1(c2cccc(Br)c2)CCN(C(=O)OCc2ccccc2)C1. As a reaction SMILES: [Br:12][c:13]1[cH:14][c:15]([C:19]2=[CH:20][CH2:21][N:22]([C:25](=[O:26])[O:27][CH2:28][c:29]3[cH:30][cH:31][cH:32][cH:33][cH:34]3)[CH2:23][CH2:24]2)[cH:16][cH:17][cH:18]1.[CH3:41][CH2:42][O:43][C:44](=[O:45])[CH3:46].[Na+:35].[Na+:36].[O-:37][C:38](=[O:39])[O-:40].[OH:1][O:2][C:3]([c:4]1[cH:5][c:6]([Cl:7])[cH:8][cH:9][cH:10]1)=[O:11]>>[O:1]=[CH:24][C:19]1([c:15]2[cH:14][c:13]([Br:12])[cH:18][cH:17][cH:16]2)[CH2:20][CH2:21][N:22]([C:25](=[O:26])[O:27][CH2:28][c:29]2[cH:30][cH:31][cH:32][cH:33][cH:34]2)[CH2:23]1. Reactants: S([O-])(O)=O.[Na+] (sodium bisulfite), [OH-].[K+] (Potassium hydroxide), OO (hydrogen peroxide), ClC1=C(C(=CC=C1C)Cl)NS(=O)(=O)C1=NN2C(N=C(C=C2C)C)=N1 (N-(2,6-dichloro-3-methylphenyl)-5,7-dimethyl-1,2,4,-triazolo[1,5-a]pyrimidine-2-sulfonamide). Run in O (water). Reaction conditions: temperature 17 celsius, time 3 hour. The product is ClC1=C(C(=CC=C1C)Cl)NS(=O)(=O)C1=NNC(=N1)N (N-(2,6-dichloro-3-methylphenyl)-5-amino-1,2,4-triazole-3-sulfonamide). RXN SMILES: [OH-].[K+].[Cl:3][C:4]1[C:9]([CH3:10])=[CH:8][CH:7]=[C:6]([Cl:11])[C:5]=1[NH:12][S:13]([C:16]1[N:26]=[C:19]2[N:20]=C(C)C=C(C)[N:18]2[N:17]=1)(=[O:15])=[O:14].OO.S(=O)(O)[O-].[Na+]>O>[Cl:3][C:4]1[C:9]([CH3:10])=[CH:8][CH:7]=[C:6]([Cl:11])[C:5]=1[NH:12][S:13]([C:16]1[N:26]=[C:19]([NH2:20])[NH:18][N:17]=1)(=[O:15])=[O:14] |f:0.1,4.5|. Reported procedure: Potassium hydroxide (72.9 g of 85 percent pellets, 1.20 mol) was dissolved in one liter of water in a 2 liter round bottom flask and 113.3 g (0.30 mol) of wet N-(2,6-dichloro-3-methylphenyl)-5,7-dimethyl-1,2,4,-triazolo[1,5-a]pyrimidine-2-sulfonamide was added with stirring. The mixture obtained was cooled to 17° C. and 100 ml of 30 percent hydrogen peroxide solution (about 1 mole) was added with stirring over a 0.5 hour period so that the temperature did not exceed 40° C. The reaction was found... Reactants: ClC(Cl)(OC(OC(Cl)(Cl)Cl)=O)Cl (triphosgene), Cl.COC([C@@H](N)CO)=O ((S)-serine methyl ester hydrochloride), KHCO3, C(=O)([O-])[O-].[K+].[K+] (K2CO3). Solvent: C1(=CC=CC=C1)C (toluene), O (water). Run at time 2 hour. Product: C(=O)(OC)[C@H]1NC(OC1)=O ((S)-4-carbomethoxy-2-oxazolidinone). Yield: 88.4%. As a reaction SMILES: Cl.[CH3:2][O:3][C:4](=[O:9])[C@H:5]([CH2:7][OH:8])[NH2:6].[C:10]([O-])([O-])=[O:11].[K+].[K+].ClC(Cl)(OC(=O)OC(Cl)(Cl)Cl)Cl>O.C1(C)C=CC=CC=1>[C:4]([C@@H:5]1[CH2:7][O:8][C:10](=[O:11])[NH:6]1)([O:3][CH3:2])=[O:9] |f:0.1,2.3.4|. Procedure: To (S)-serine methyl ester hydrochloride (20 g, 128.64 mmol) in water (230 ml) was added KHCO3 (14.16 g, 141.52 mmol) and K2CO3 (19.56 g, 141.52 mmol) at room temperature. It was then cooled by an ice bath and triphosgene (19.04 gm, 64.32 mmol) was added in toluene (192 ml) via an addition funnel over 25 minutes. The reaction mixture turned cloudy. After 2 h, reaction phases were separated and the aqueous layer was lyophilized to yield (S)-4-carbomethoxy-2-oxazolidinone as a white solid (16.5 g)... Starting materials: O1C2=C(C=CC=3C[C@@H]4[C@@H]5C=CC(C1[C@@]5(C23)CCN4C)O)OCCCONC(C4=CC=C(C=C4)N)=O (N-[3-[(7,8-Didehydro-4,5-epoxy-6-hydroxy-17-methylmorphinan-3-yl)oxy]propoxy]-4-aminobenzamide), solid, C([O-])(O)=O.[Na+] (sodium bicarbonate), C(=S)(Cl)Cl (thiophosgene). Run in C(Cl)Cl (methylene chloride). Run at time 30 minute. Yields the product O1C2=C(C=CC=3C[C@@H]4[C@@H]5C=CC(C1[C@@]5(C23)CCN4C)O)OCCCONC(C4=CC=C(C=C4)N=C=S)=O (N-[3-[(7,8-Didehydro-4,5-epoxy-6-hydroxy-17-methylmorphinan-3-yl)oxy]propoxy]-4-isothiocyanatobenzamide). Isolated yield 40.2%. As a reaction SMILES: [O:1]1[CH:13]2[C@@:14]34[CH2:16][CH2:17][N:18]([CH3:19])[C@@H:8]([C@@H:9]3[CH:10]=[CH:11][CH:12]2[OH:20])[CH2:7][C:6]2=[C:15]4[C:2]1=[C:3]([O:21][CH2:22][CH2:23][CH2:24][O:25][NH:26][C:27](=[O:35])[C:28]1[CH:33]=[CH:32][C:31]([NH2:34])=[CH:30][CH:29]=1)[CH:4]=[CH:5]2.C(=O)(O)[O-].[Na+].[C:41](Cl)(Cl)=[S:42]>C(Cl)Cl>[O:1]1[CH:13]2[C@@:14]34[CH2:16][CH2:17][N:18]([CH3:19])[C@@H:8]([C@@H:9]3[CH:10]=[CH:11][CH:12]2[OH:20])[CH2:7][C:6]2=[C:15]4[C:2]1=[C:3]([O:21][CH2:22][CH2:23][CH2:24][O:25][NH:26][C:27](=[O:35])[C:28]1[CH:29]=[CH:30][C:31]([N:34]=[C:41]=[S:42])=[CH:32][CH:33]=1)[CH:4]=[CH:5]2 |f:1.2|. Procedure details: A stirred solution of 0.5 g (1.1 mmol) of N-[3-[(7,8-Didehydro-4,5-epoxy-6-hydroxy-17-methylmorphinan-3-yl)oxy]propoxy]-4-aminobenzamide in 10 ml of methylene chloride was treated with 0.5 g of solid anhydrous sodium bicarbonate followed by 150 ul (1.9 mmol) of thiophosgene and stirred at room temperature for 30 minutes. The solvent was removed in vacuo and the residue was chromatographed on 150 g of silica gel using 15% methanol-chloroform to give 230 mg of N-[3-[(7,8-Didehydro-4,5-epoxy-6-hydr...